This data is from the Open Reaction Database (ORD), a public repository of structured organic reaction records. The task is: describe an organic reaction: reactants, conditions, products, and yield The reactants are C([O-])([O-])=O.[Cs+].[Cs+] (cesium carbonate), C(C1=CC=CC=C1)Cl (benzyl chloride), COC(=O)C=1C=C(C2=C(S(CC3=C(O2)C(=CC(=C3)N3CCNCC3)Cl)(=O)=O)C1)C (4-chloro-6-methyl-10,10-dioxo-2-piperazin-1-yl-10,11-dihydro-5-oxa-10lambda*6*-thia-dibenzo[a,d]cyclo heptene-8-carboxylic acid methyl ester), base. The solvent is CN(C)C=O (DMF). Conditions: temperature 80 celsius. Yields the product COC(=O)C=1C=C(C2=C(S(CC3=C(O2)C(=CC(=C3)N3CCN(CC3)CC3=CC=CC=C3)Cl)(=O)=O)C1)C (2-(4-Benzyl-piperazin-1-yl)-4-chloro-6-methyl-10,10-dioxo-10,11-dihydro-5-oxa-10lambda*6*-thia-dibenzo[a,d]cycloheptene-8-carboxylic acid methyl ester). As a reaction SMILES: C(=O)([O-])[O-].[Cs+].[Cs+].[CH2:7](Cl)[C:8]1[CH:13]=[CH:12][CH:11]=[CH:10][CH:9]=1.[CH3:15][O:16][C:17]([C:19]1[CH:20]=[C:21]([CH3:43])[C:22]2[O:28][C:27]3[C:29]([Cl:39])=[CH:30][C:31]([N:33]4[CH2:38][CH2:37][NH:36][CH2:35][CH2:34]4)=[CH:32][C:26]=3[CH2:25][S:24](=[O:41])(=[O:40])[C:23]=2[CH:42]=1)=[O:18]>CN(C=O)C>[CH3:15][O:16][C:17]([C:19]1[CH:20]=[C:21]([CH3:43])[C:22]2[O:28][C:27]3[C:29]([Cl:39])=[CH:30][C:31]([N:33]4[CH2:34][CH2:35][N:36]([CH2:7][C:8]5[CH:13]=[CH:12][CH:11]=[CH:10][CH:9]=5)[CH2:37][CH2:38]4)=[CH:32][C:26]=3[CH2:25][S:24](=[O:40])(=[O:41])[C:23]=2[CH:42]=1)=[O:18] |f:0.1.2|. Procedure: A mixture of cesium carbonate (0.33 g, 0.82 mmol) and benzyl chloride (0.1 mL, 0.82 mmol) was added to a solution of 4-chloro-6-methyl-10,10-dioxo-2-piperazin-1-yl-10,11-dihydro-5-oxa-10lambda*6*-thia-dibenzo[a,d]cyclo heptene-8-carboxylic acid methyl ester (free base of example 16, 0.3 g, 0.68 mmol) in DMF (10 mL) and heated at 80° C. for 5 h. Reaction mixture was concentrated, water (10 mL) was added and the solid filtered. The crude obtained was purified by column chromatography (silica gel, ... The reactants are CCOC(=O)CC(O)COCc1ccccc1, CCO, NN, O. As a reaction SMILES: [CH2:1]([c:2]1[cH:3][cH:4][cH:5][cH:6][cH:7]1)[O:8][CH2:9][CH:10]([CH2:11][C:12](=[O:13])[O:14][CH2:15][CH3:16])[OH:17].[CH3:21][CH2:22][OH:23].[NH2:19][NH2:20].[OH2:18]>>[CH2:1]([c:2]1[cH:3][cH:4][cH:5][cH:6][cH:7]1)[O:8][CH2:9][CH:10]([CH2:11][C:12](=[O:13])[NH:19][NH2:20])[OH:17]. Product: NNC(=O)CC(O)COCc1ccccc1. Solvent: C(C)O (ethanol). Product: C(CCCCCCCCCCC)NC(=O)C1=CC=C(C=C1)NCC1=C(C(=O)OC)C=CC=C1 (methyl 2-[({4-[(dodecylamino)carbonyl]phenyl}amino)methyl]-benzoate). The reactants are C(=O)(O)[O-].[Na+] (NaHCO3), NC1=CC=C(C(=O)NCCCCCCCCCCCC)C=C1 (4-amino-N-dodecylbenzamide), C(C)(=O)O (acetic acid), C(=O)C1=C(C(=O)OC)C=CC=C1 (methyl 2-formylbenzoate), [BH3-]C#N.[Na+] (NaBH3CN). Reaction conditions: time 8 hour. The yield is 46.8%. As a reaction SMILES: [NH2:1][C:2]1[CH:22]=[CH:21][C:5]([C:6]([NH:8][CH2:9][CH2:10][CH2:11][CH2:12][CH2:13][CH2:14][CH2:15][CH2:16][CH2:17][CH2:18][CH2:19][CH3:20])=[O:7])=[CH:4][CH:3]=1.C(O)(=O)C.[CH:27]([C:29]1[CH:38]=[CH:37][CH:36]=[CH:35][C:30]=1[C:31]([O:33][CH3:34])=[O:32])=O.[BH3-]C#N.[Na+].C([O-])(O)=O.[Na+]>C(O)C>[CH2:9]([NH:8][C:6]([C:5]1[CH:4]=[CH:3][C:2]([NH:1][CH2:27][C:29]2[CH:38]=[CH:37][CH:36]=[CH:35][C:30]=2[C:31]([O:33][CH3:34])=[O:32])=[CH:22][CH:21]=1)=[O:7])[CH2:10][CH2:11][CH2:12][CH2:13][CH2:14][CH2:15][CH2:16][CH2:17][CH2:18][CH2:19][CH3:20] |f:3.4,5.6|. Procedure: To a solution of 4-amino-N-dodecylbenzamide (0.304 g, 1.0 mmol), acetic acid (0.060 g, 1.0 mmol) and methyl 2-formylbenzoate (0.164 g, 1.0 mmol) in ethanol (2 mL) was added at once NaBH3CN (0.075 g, 1.20 mmol). The resulting mixture was stirred overnight at rt. A saturated solution of NaHCO3 (10 mL) was added to the reaction mixture, the aqueous layer was separated and extracted with DCM. The combined organic layers were dried over MgSO4, filtered and concentrated to give a colorless oil. This c... Starting materials: NC=1OC[C@]2(C3=CC(=CC=C3OC=3C=CC(=CC23)Br)O)N1 ((R)-2-amino-2′-bromo-5H-spiro[oxazole-4,9′-xanthen]-7′-ol), C1(CC1)C#C (cyclopropyl acetylene), C(C)(C)NC(C)C (diisopropylamine). The reagents and catalysts are C=1C=CC(=CC1)[P](C=2C=CC=CC2)(C=3C=CC=CC3)[Pd]([P](C=4C=CC=CC4)(C=5C=CC=CC5)C=6C=CC=CC6)([P](C=7C=CC=CC7)(C=8C=CC=CC8)C=9C=CC=CC9)[P](C=1C=CC=CC1)(C=1C=CC=CC1)C=1C=CC=CC1 (tetrakis(triphenylphosphine)palladium(0)), [Cu]I (copper(i) iodide). Conditions: temperature 50 celsius, time 8 hour. The product is NC=1OC[C@]2(C3=CC(=CC=C3OC=3C=CC(=CC23)C#CC2CC2)O)N1 ((S)-2-amino-2′-(cyclopropylethynyl)-5H-spiro[oxazole-4,9′-xanthen]-7′-ol). Reaction SMILES: [NH2:1][C:2]1[O:3][CH2:4][C@:5]2([N:21]=1)[C:18]1[CH:17]=[C:16](Br)[CH:15]=[CH:14][C:13]=1[O:12][C:11]1[C:6]2=[CH:7][C:8]([OH:20])=[CH:9][CH:10]=1.[CH:22]1([C:25]#[CH:26])[CH2:24][CH2:23]1.C(NC(C)C)(C)C>[Cu]I.C1C=CC([P]([Pd]([P](C2C=CC=CC=2)(C2C=CC=CC=2)C2C=CC=CC=2)([P](C2C=CC=CC=2)(C2C=CC=CC=2)C2C=CC=CC=2)[P](C2C=CC=CC=2)(C2C=CC=CC=2)C2C=CC=CC=2)(C2C=CC=CC=2)C2C=CC=CC=2)=CC=1>[NH2:1][C:2]1[O:3][CH2:4][C@:5]2([N:21]=1)[C:18]1[CH:17]=[C:16]([C:26]#[C:25][CH:22]3[CH2:24][CH2:23]3)[CH:15]=[CH:14][C:13]=1[O:12][C:11]1[C:6]2=[CH:7][C:8]([OH:20])=[CH:9][CH:10]=1 |^1:39,41,60,79|. Reported procedure: A vial was charged with (R)-2-amino-2′-bromo-5H-spiro[oxazole-4,9′-xanthen]-7′-ol (1.00 g, 2.88 mmol), cyclopropyl acetylene (0.732 mL, 8.64 mmol), copper(i) iodide (0.110 g, 0.576 mmol), and diisopropylamine (14.40 mL). tetrakis(triphenylphosphine)palladium(0) (0.333 g, 0.288 mmol) was added, the vial was flushed with argon, and the reaction was heated to 50° C. and stirred overnight. The reaction was diluted with ethyl acetate and filtered through Celite. The solution was concentrated and puri...